The task is: describe an organic reaction: reactants, conditions, products, and yield. This data is from the Open Reaction Database (ORD), a public repository of structured organic reaction records. Starting materials: O=S1(N(CCC1)C1=CC=C(C(=O)O)C=C1)=O (4-(1,1-dioxo-1λ6-isothiazolidin-2-yl)benzoic acid), Cl.C1(CC1)C=1C=C(C(=NC1)N1CCNCC1)C (1-(5-cyclopropyl-3-methylpyridin-2-yl)piperazine hydrochloride). The product is C1(CC1)C=1C=C(C(=NC1)N1CCN(CC1)C(=O)C1=CC=C(C=C1)N1S(CCC1)(=O)=O)C ([4-(5-cyclopropyl-3-methylpyridin-2-yl)piperazin-1-yl][4-(1,1-dioxo-1λ6-isothiazolidin-2-yl)phenyl]methanone). Isolated yield 52.5%. As a reaction SMILES: [O:1]=[S:2]1(=[O:16])[CH2:6][CH2:5][CH2:4][N:3]1[C:7]1[CH:15]=[CH:14][C:10]([C:11]([OH:13])=O)=[CH:9][CH:8]=1.Cl.[CH:18]1([C:21]2[CH:22]=[C:23]([CH3:33])[C:24]([N:27]3[CH2:32][CH2:31][NH:30][CH2:29][CH2:28]3)=[N:25][CH:26]=2)[CH2:20][CH2:19]1>>[CH:18]1([C:21]2[CH:22]=[C:23]([CH3:33])[C:24]([N:27]3[CH2:28][CH2:29][N:30]([C:11]([C:10]4[CH:9]=[CH:8][C:7]([N:3]5[CH2:4][CH2:5][CH2:6][S:2]5(=[O:1])=[O:16])=[CH:15][CH:14]=4)=[O:13])[CH2:31][CH2:32]3)=[N:25][CH:26]=2)[CH2:20][CH2:19]1 |f:1.2|. Procedure details: Using 4-(1,1-dioxo-1λ6-isothiazolidin-2-yl)benzoic acid (241 mg) described in Preparation Example 16 and 1-(5-cyclopropyl-3-methylpyridin-2-yl)piperazine hydrochloride (254 mg) described in Preparation Example 82 and by the reaction and treatment in the same manner as in Example 86, the title compound (231 mg) was obtained. Reactants: CC(=O)N1CCc2c(sc(C)c2C(=O)CBr)C1, CC[SiH](CC)CC, O, O=C(O)C(F)(F)F. The product is CC(=O)N1CCc2c(sc(C)c2CCBr)C1. As a reaction SMILES: [C:1]([CH3:2])(=[O:3])[N:4]1[CH2:5][c:6]2[c:7]([c:10]([C:14]([CH2:15][Br:16])=[O:17])[c:11]([CH3:13])[s:12]2)[CH2:8][CH2:9]1.[CH2:19]([SiH:20]([CH2:21][CH3:22])[CH2:23][CH3:24])[CH3:25].[OH2:18].[OH:26][C:27]([C:28]([F:29])([F:30])[F:31])=[O:32]>>[C:1]([CH3:2])(=[O:3])[N:4]1[CH2:5][c:6]2[c:7]([c:10]([CH2:14][CH2:15][Br:16])[c:11]([CH3:13])[s:12]2)[CH2:8][CH2:9]1. Reactants: CN1C=NC=C1 (1-Methylimidazole), C(CC)I (propyl iodide). The solvent is C1(=CC=CC=C1)C (toluene). Yields the product [I-].C[N+]1=CN(C=C1)CCC (1-Methyl-3-Propylimidazolium Iodide). As a reaction SMILES: [CH3:1][N:2]1[CH:6]=[CH:5][N:4]=[CH:3]1.[CH2:7]([I:10])[CH2:8][CH3:9]>C1(C)C=CC=CC=1>[I-:10].[CH3:1][N+:2]1[CH:6]=[CH:5][N:4]([CH2:7][CH2:8][CH3:9])[CH:3]=1 |f:3.4|. Reported procedure: 1-Methylimidazole (8.2 g, made by Aldrich) and propyl iodide (16.9 g, made by Kanto Chemical) were stirred in toluene at 75° C. for 15 hours. After the end of the reaction, the reaction solution separated into the two layers of a toluene layer and an ionic liquid layer. By removing the toluene layer from the reaction solution, the ionic liquid was obtained. The ionic liquid obtained was washed with toluene 3 times for purification. The toluene was distilled off in vacuo, whereby an ionic liquid ... The reactants are S(=O)(Cl)Cl (Thionyl chloride), O(C1=CC=CC=C1)C1=C(C(=O)O)C=CC=C1 (2-phenoxybenzoic acid), CO (methanol). Run at temperature 70 celsius, time 3 hour. Yields the product COC(C1=C(C=CC=C1)OC1=CC=CC=C1)=O (2-Phenoxybenzoic Acid Methyl Ester). RXN SMILES: S(Cl)(Cl)=O.[O:5]([C:12]1[CH:20]=[CH:19][CH:18]=[CH:17][C:13]=1[C:14]([OH:16])=[O:15])[C:6]1[CH:11]=[CH:10][CH:9]=[CH:8][CH:7]=1.[CH3:21]O>>[CH3:21][O:15][C:14](=[O:16])[C:13]1[CH:17]=[CH:18][CH:19]=[CH:20][C:12]=1[O:5][C:6]1[CH:7]=[CH:8][CH:9]=[CH:10][CH:11]=1. Reported procedure: Thionyl chloride (2.0 ml, 28.0 mmol) was added dropwise to a solution of 2-phenoxybenzoic acid (5.0 g, 23.3 mmol) in methanol (70 ml). The reaction mixture was stirred at 70° C. for 3 hours. The solvent was removed in vauco. The crude product was used in the next step without further purification. The reactants are C(C)S(=O)(=O)N(C1CC(OC2=CC=C(C=C12)F)(C)C)CC(=O)Cl ([ethanesulfonyl-(6-fluoro-2,2-dimethylchroman-4-yl)amino]acetyl chloride), NC1=CC=NC=C1 (p-aminopyridine). Reagents/catalysts: CN(C)C=1C=CN=CC1 (DMAP). Solvent: C(Cl)Cl (methylene chloride), N1=CC=CC=C1 (pyridine). Run at time 4 hour. The product is C(C)S(=O)(=O)N(CC(=O)NC1=CC=NC=C1)C1CC(OC2=CC=C(C=C12)F)(C)C (2-[Ethanesulfonyl-(6-fluoro-2,2-dimethylchroman-4-yl)amino]-N-pyridin-4-ylacetamide). Reaction SMILES: [NH2:1][C:2]1[CH:7]=[CH:6][N:5]=[CH:4][CH:3]=1.[CH2:8]([S:10]([N:13]([CH2:27][C:28](Cl)=[O:29])[CH:14]1[C:23]2[C:18](=[CH:19][CH:20]=[C:21]([F:24])[CH:22]=2)[O:17][C:16]([CH3:26])([CH3:25])[CH2:15]1)(=[O:12])=[O:11])[CH3:9]>CN(C1C=CN=CC=1)C.N1C=CC=CC=1.C(Cl)Cl>[CH2:8]([S:10]([N:13]([CH:14]1[C:23]2[C:18](=[CH:19][CH:20]=[C:21]([F:24])[CH:22]=2)[O:17][C:16]([CH3:25])([CH3:26])[CH2:15]1)[CH2:27][C:28]([NH:1][C:2]1[CH:7]=[CH:6][N:5]=[CH:4][CH:3]=1)=[O:29])(=[O:11])=[O:12])[CH3:9]. Procedure: 141 mg of p-aminopyridine and a spatula tipful of DMAP dissolved in 6 ml of pyridine are treated with a solution of 655 mg of [ethanesulfonyl-(6-fluoro-2,2-dimethylchroman-4-yl)amino]acetyl chloride in 6 ml of methylene chloride. The mixture is stirred at RT for 4 h and then concentrated in vacuo. The product is partitioned between EA and water and the organic phase is washed with water. After removing the solvent in vacuo, 600 mg of the product are obtained as a colorless foam (m.p. 195° C.). Procedure details: To a suspension of (E)-3-(cis-hexahydro-2-isoindolinylcarbonyl)-2-(2-thenylidene)propionic acid (150 mg) in ethanol (20 ml) was added 10% Pd-C (70 mg) and the mixture was hydrogenated at room temperature and atmospheric pressure for 16 hours. After the catalyst was filtered off, the solvent was evaporated under reduced pressure. The residue was purified by thin layer chromatography (mobile phase: dichloromethane/methanol=15/1) to give 30 mg of 3-(cis-hexahydro-2-isoindolinylcarbonyl)-2-(2-thenyl... Run in C(C)O (ethanol). Yields the product C1N(C[C@@H]2CCCC[C@H]12)C(=O)CC(C(=O)O)CC1=CC=CS1 (3-(cis-hexahydro-2-isoindolinylcarbonyl)-2-(2-thenyl)propionic acid). RXN SMILES: [CH2:1]1[C@@H:9]2[C@@H:4]([CH2:5][CH2:6][CH2:7][CH2:8]2)[CH2:3][N:2]1[C:10]([CH2:12]/[C:13](=[CH:17]\[C:18]1[S:22][CH:21]=[CH:20][CH:19]=1)/[C:14]([OH:16])=[O:15])=[O:11]>C(O)C.[Pd]>[CH2:1]1[C@@H:9]2[C@@H:4]([CH2:5][CH2:6][CH2:7][CH2:8]2)[CH2:3][N:2]1[C:10]([CH2:12][CH:13]([CH2:17][C:18]1[S:22][CH:21]=[CH:20][CH:19]=1)[C:14]([OH:16])=[O:15])=[O:11]. Reaction conditions: time 16 hour. The reagents and catalysts are [Pd] (Pd-C). Reactants: C1N(C[C@@H]2CCCC[C@H]12)C(=O)C\C(\C(=O)O)=C/C1=CC=CS1 ((E)-3-(cis-hexahydro-2-isoindolinylcarbonyl)-2-(2-thenylidene)propionic acid). Yield: 19.9%. Reactants: [BH4-], CN, CC(=O)O, CO, COc1ccccc1C=O, [Na+]. Product: CNCc1ccccc1OC. RXN SMILES: [BH4-:17].[CH3:11][NH2:12].[CH3:13][C:14](=[O:15])[OH:16].[CH3:19][OH:20].[CH:1]([c:2]1[c:3]([O:8][CH3:9])[cH:4][cH:5][cH:6][cH:7]1)=[O:10].[Na+:18]>>[CH2:1]([c:2]1[c:3]([O:8][CH3:9])[cH:4][cH:5][cH:6][cH:7]1)[NH:12][CH3:11]. Reactants: C(C1=CC=CC=C1)N1CC(OCC1)CNC1=CC=CC=C1 (4-benzyl-2-anilinomethylmorpholine), C1(=CC=CC=C1)OC(=O)Cl (phenylchloroformate). Solvent: C1(=CC=CC=C1)C (toluene), hexamethylene phosphoramide. Yields the product Cl.C(C1=CC=CC=C1)N1CC(OCC1)CN(C1=CC=CC=C1)C(=O)OC1=CC=CC=C1 (4-benzyl-2-(N-phenoxycarbonylanilino)methylmorpholine hydrochloride). As a reaction SMILES: [CH2:1]([N:8]1[CH2:13][CH2:12][O:11][CH:10]([CH2:14][NH:15][C:16]2[CH:21]=[CH:20][CH:19]=[CH:18][CH:17]=2)[CH2:9]1)[C:2]1[CH:7]=[CH:6][CH:5]=[CH:4][CH:3]=1.[C:22]1([O:28][C:29]([Cl:31])=[O:30])[CH:27]=[CH:26][CH:25]=[CH:24][CH:23]=1>C1(C)C=CC=CC=1>[ClH:31].[CH2:1]([N:8]1[CH2:13][CH2:12][O:11][CH:10]([CH2:14][N:15]([C:29]([O:28][C:22]2[CH:27]=[CH:26][CH:25]=[CH:24][CH:23]=2)=[O:30])[C:16]2[CH:21]=[CH:20][CH:19]=[CH:18][CH:17]=2)[CH2:9]1)[C:2]1[CH:3]=[CH:4][CH:5]=[CH:6][CH:7]=1 |f:3.4|. Procedure details: To a solution of 4-benzyl-2-anilinomethylmorpholine (8.1 g.) in toluene (50 ml.) and hexamethylene phosphoramide (2 ml.) is added phenylchloroformate (8 ml.). A white precipitate forms which does not dissolve when the mixture is refluxed for 4 hours. The solid (10.15 g.) is crystallised from ethanol to give 4-benzyl-2-(N-phenoxycarbonylanilino)methylmorpholine hydrochloride, m.p. 248°-250°C. Reactants: BrC=1C=CC(=C(C(=O)O)C1)F (5-Bromo-2-fluoro-benzoic acid), C=1(C(=CC=CC1)N)N (benzene-1,2-diamine), Cl.CN(CCCN=C=NCC)C (1-(3-dimethylaminopropyl)-3-ethylcarbodiimide hydrochloride), O.ON1N=NC2=C1C=CC=C2 (1-hydroxybenzotriazole hydrate). The reagents and catalysts are CN(C1=CC=NC=C1)C (dimethyl-pyridin-4-yl-amine). Solvent: CN(C)C=O (DMF). Reaction conditions: time 8 hour. The product is NC1=C(C=CC=C1)NC(C1=C(C=CC(=C1)Br)F)=O (N-(2-Amino-phenyl)-5-bromo-2-fluoro-benzamide). The yield is 71.0%. RXN SMILES: [Br:1][C:2]1[CH:3]=[CH:4][C:5]([F:11])=[C:6]([CH:10]=1)[C:7]([OH:9])=O.[C:12]1([NH2:19])[C:13]([NH2:18])=[CH:14][CH:15]=[CH:16][CH:17]=1.Cl.CN(C)CCCN=C=NCC.O.ON1C2C=CC=CC=2N=N1>CN(C)C1C=CN=CC=1.CN(C=O)C>[NH2:18][C:13]1[CH:14]=[CH:15][CH:16]=[CH:17][C:12]=1[NH:19][C:7](=[O:9])[C:6]1[CH:10]=[C:2]([Br:1])[CH:3]=[CH:4][C:5]=1[F:11] |f:2.3,4.5|. Reported procedure: 5-Bromo-2-fluoro-benzoic acid (4.96 g, 22.6 mmol), benzene-1,2-diamine (4.90 g, 45.3 mmol), 1-(3-dimethylaminopropyl)-3-ethylcarbodiimide hydrochloride (EDC) (5.21 g, 27.2 mmol), 1-hydroxybenzotriazole hydrate (1-HOBt) (3.67 g, 27.2 mmol) and dimethyl-pyridin-4-yl-amine (DMAP) (0.03 g, 0.2 mmol) were placed into a 100 mL round bottom flask. Dry DMF (60 mL) was added and the reaction was stirred at room temperature overnight. Solvent was removed under reduced pressure, then the crude diluted with...